describe an organic reaction: reactants, conditions, products, and yield From a dataset of the Open Reaction Database (ORD), a public repository of structured organic reaction records. RXN SMILES: C(=O)([O-])[O-].[Na+].[Na+].[CH:7]([O:10][C:11]1[CH:16]=[CH:15][C:14]([CH3:17])=[CH:13][C:12]=1B(O)O)([CH3:9])[CH3:8].Br[C:22]1[CH:23]=[CH:24][C:25]([N:28]2[CH2:32][CH2:31][C@@H:30]([CH2:33][NH:34][C:35](=[O:56])[C:36]3[CH:41]=[CH:40][C:39]([C:42]4[O:43][C:44]5[C:50]([CH:51]([CH3:53])[CH3:52])=[CH:49][C:48]([C:54]#[N:55])=[CH:47][C:45]=5[N:46]=4)=[CH:38][CH:37]=3)[CH2:29]2)=[N:26][CH:27]=1.O>C1(C)C=CC=CC=1.C1C=CC([P]([Pd]([P](C2C=CC=CC=2)(C2C=CC=CC=2)C2C=CC=CC=2)([P](C2C=CC=CC=2)(C2C=CC=CC=2)C2C=CC=CC=2)[P](C2C=CC=CC=2)(C2C=CC=CC=2)C2C=CC=CC=2)(C2C=CC=CC=2)C2C=CC=CC=2)=CC=1.C(O)C>[C:54]([C:48]1[CH:49]=[C:50]([CH:51]([CH3:53])[CH3:52])[C:44]2[O:43][C:42]([C:39]3[CH:40]=[CH:41][C:36]([C:35]([NH:34][CH2:33][C@@H:30]4[CH2:31][CH2:32][N:28]([C:25]5[CH:24]=[CH:23][C:22]([C:12]6[CH:13]=[C:14]([CH3:17])[CH:15]=[CH:16][C:11]=6[O:10][CH:7]([CH3:9])[CH3:8])=[CH:27][N:26]=5)[CH2:29]4)=[O:56])=[CH:37][CH:38]=3)=[N:46][C:45]=2[CH:47]=1)#[N:55] |f:0.1.2,^1:68,70,89,108|. Product: C(#N)C=1C=C(C2=C(N=C(O2)C2=CC=C(C(=O)NC[C@H]3CN(CC3)C3=NC=C(C=C3)C3=C(C=CC(=C3)C)OC(C)C)C=C2)C1)C(C)C (4-(5-Cyano-7-isopropyl-1,3-benzoxazol-2-yl)-N-({(3S)-1-[5-(2-isopropoxy-5-methylphenyl)pyridin-2-yl]pyrrolidin-3-yl}methyl)benzamide). The reactants are O (water), C([O-])([O-])=O.[Na+].[Na+] (Sodium carbonate), C(C)(C)OC1=C(C=C(C=C1)C)B(O)O ((2-isopropoxy-5-methylphenyl)boronic acid), BrC=1C=CC(=NC1)N1C[C@@H](CC1)CNC(C1=CC=C(C=C1)C=1OC2=C(N1)C=C(C=C2C(C)C)C#N)=O (N-{[(3S)-1-(5-Bromopyridin-2-yl)pyrrolidin-3-yl]methyl}-4-(5-cyano-7-isopropyl-1,3-benzoxazol-2-yl)benzamide). Run in C1(=CC=CC=C1)C (toluene), C(C)O (ethanol). Yield: 75.6%. Reaction conditions: temperature 150 celsius. Reagents/catalysts: C=1C=CC(=CC1)[P](C=2C=CC=CC2)(C=3C=CC=CC3)[Pd]([P](C=4C=CC=CC4)(C=5C=CC=CC5)C=6C=CC=CC6)([P](C=7C=CC=CC7)(C=8C=CC=CC8)C=9C=CC=CC9)[P](C=1C=CC=CC1)(C=1C=CC=CC1)C=1C=CC=CC1 (tetrakis(triphenylphosphine)palladium(0)). Procedure: Sodium carbonate (100 μl, 2M aqueous), (2-isopropoxy-5-methylphenyl)boronic acid (39 mg), and N-{[(3R)-1-(5-bromopyridin-2-yl)pyrrolidin-3-yl]methyl}-4-(5-cyano-7-isopropyl-1,3-benzoxazol-2-yl)benzamide (EXAMPLE 85, 27 mg) were dissolved in toluene (2.1 ml), water (0.6 ml) and ethanol (0.3 ml). To this solution was added tetrakis(triphenylphosphine)palladium(0) (9 mg). The mixture was heated to 150° C. for 25 min via microwave, and then cooled and concentrated. The residue was dissolved in dichl... Starting materials: CCCCOc1c(CN(C(=O)[O-])C(C)(C)C)n(CC(C)(C)C)c(=O)c2ccc(CC(N)=O)cc12, CCOC(C)=O, Cl. The product is Cl, CCCCOc1c(CN)n(CC(C)(C)C)c(=O)c2ccc(CC(N)=O)cc12. As a reaction SMILES: [C:1]([N:5]([C:2](=[O:3])[O-:4])[CH2:9][c:10]1[n:11]([CH2:30][C:31]([CH3:32])([CH3:33])[CH3:34])[c:12](=[O:29])[c:13]2[cH:14][cH:15][c:16]([CH2:25][C:26](=[O:27])[NH2:28])[cH:17][c:18]2[c:19]1[O:20][CH2:21][CH2:22][CH2:23][CH3:24])([CH3:6])([CH3:7])[CH3:8].[CH3:36][CH2:37][O:38][C:39](=[O:40])[CH3:41].[ClH:35]>>[ClH:35].[NH2:5][CH2:9][c:10]1[n:11]([CH2:30][C:31]([CH3:32])([CH3:33])[CH3:34])[c:12](=[O:29])[c:13]2[cH:14][cH:15][c:16]([CH2:25][C:26](=[O:27])[NH2:28])[cH:17][c:18]2[c:19]1[O:20][CH2:21][CH2:22][CH2:23][CH3:24]. Starting materials: CC(C)(C)OC(=O)NC1=NC2=C(S1)C=C(C=C2)C(=O)O (2-N—BOC-amino-4-benzothiazole-6-carboxylic acid), FC1=C(C(=C(C(=C1F)F)F)F)O (2,3,4,5,6-pentafluorophenol), C1(CCCCC1)N=C=NC1CCCCC1 (1,3-dicyclohexylcarbodiimide), CCOC(=O)C (EtOAc), CO (MeOH). Run at temperature 45 celsius. Yields the product C(C)(C)(C)OC(=O)C=1SC2=C(N1)C=CC(=C2)C(=O)OC2=C(C(=C(C(=C2F)F)F)F)F (pentafluorophenyl 2-(tert-butoxycarbonyl)benzo[d]thiazole-6-carboxylate), material. As a reaction SMILES: CC(OC(N[C:9]1[S:13][C:12]2[CH:14]=[C:15]([C:18]([OH:20])=[O:19])[CH:16]=[CH:17][C:11]=2[N:10]=1)=O)(C)C.[F:21][C:22]1[C:27]([F:28])=[C:26]([F:29])[C:25]([F:30])=[C:24]([F:31])[C:23]=1O.C1(N=C=N[CH:42]2[CH2:47][CH2:46]CCC2)CCCCC1.[CH3:48]O.CC[O:52][C:53](C)=[O:54]>>[C:47]([O:54][C:53]([C:9]1[S:13][C:12]2[CH:14]=[C:15]([C:18]([O:20][C:23]3[C:22]([F:21])=[C:27]([F:28])[C:26]([F:29])=[C:25]([F:30])[C:24]=3[F:31])=[O:19])[CH:16]=[CH:17][C:11]=2[N:10]=1)=[O:52])([CH3:46])([CH3:42])[CH3:48]. Procedure: To a suspended solution of 2-N—BOC-amino-4-benzothiazole-6-carboxylic acid (2.05 g, 6.97 mmol) and 2,3,4,5,6-pentafluorophenol (1.92 g, 10.4 mmol) in EtOAc (60 mL) was added 1,3-dicyclohexylcarbodiimide (2.16 g, 10.4 mmol). The mixture was heated to 45° C. for 16 hours. Small amount of MeOH was added to the mixture and the solid was removed by filtration. The filtrate was concentrated in vacuo to give pentafluorophenyl 2-(tert-butoxycarbonyl)benzo[d]thiazole-6-carboxylate as a pink material (3.5... Starting materials: CCOP(=O)(OCC)C(F)(F)c1cc2nc(C(=O)O)ccc2cc1Br, CCN=C=NCCCN(C)C, CCN(C(C)C)C(C)C, ClCCl, Nc1ccccc1. The product is CCOP(=O)(OCC)C(F)(F)c1cc2nc(C(=O)Nc3ccccc3)ccc2cc1Br. RXN SMILES: [Br:1][c:2]1[cH:3][c:4]2[cH:5][cH:6][c:7]([C:23](=[O:24])[OH:25])[n:8][c:9]2[cH:10][c:11]1[C:12]([F:13])([F:14])[P:15](=[O:16])([O:17][CH2:18][CH3:19])[O:20][CH2:21][CH3:22].[CH3:26][CH2:27][N:28]=[C:29]=[N:30][CH2:31][CH2:32][CH2:33][N:34]([CH3:35])[CH3:36].[CH:44]([N:45]([CH2:46][CH3:47])[CH:48]([CH3:49])[CH3:50])([CH3:51])[CH3:52].[Cl:53][CH2:54][Cl:55].[NH2:37][c:38]1[cH:39][cH:40][cH:41][cH:42][cH:43]1>>[Br:1][c:2]1[cH:3][c:4]2[cH:5][cH:6][c:7]([C:23](=[O:24])[NH:37][c:38]3[cH:39][cH:40][cH:41][cH:42][cH:43]3)[n:8][c:9]2[cH:10][c:11]1[C:12]([F:13])([F:14])[P:15](=[O:16])([O:17][CH2:18][CH3:19])[O:20][CH2:21][CH3:22]. Reactants: BrCCCCCBr, CCc1ccc(CCO)cc1. Product: CCc1ccc(CCOCCCCCBr)cc1. RXN SMILES: [Br:1][CH2:2][CH2:3][CH2:4][CH2:5][CH2:6][Br:7].[CH2:8]([CH3:9])[c:10]1[cH:11][cH:12][c:13]([CH2:16][CH2:17][OH:18])[cH:14][cH:15]1>>[CH2:2]([CH2:3][CH2:4][CH2:5][CH2:6][Br:7])[O:18][CH2:17][CH2:16][c:13]1[cH:12][cH:11][c:10]([CH2:8][CH3:9])[cH:15][cH:14]1. The reactants are Cc1cccnc1Br, CCCC[Sn](Cl)(CCCC)CCCC, [Li]CCCC, CCCCCC, C1CCOC1, O. The product is CCCC[Sn](CCCC)(CCCC)c1ncccc1C. As a reaction SMILES: [Br:1][c:2]1[n:3][cH:4][cH:5][cH:6][c:7]1[CH3:8].[CH2:14]([CH2:15][CH2:16][CH3:17])[Sn:18]([CH2:19][CH2:20][CH2:21][CH3:22])([CH2:23][CH2:24][CH2:25][CH3:26])[Cl:27].[CH2:9]([Li:10])[CH2:11][CH2:12][CH3:13].[CH3:34][CH2:35][CH2:36][CH2:37][CH2:38][CH3:39].[O:29]1[CH2:30][CH2:31][CH2:32][CH2:33]1.[OH2:28]>>[c:2]1([Sn:18]([CH2:14][CH2:15][CH2:16][CH3:17])([CH2:19][CH2:20][CH2:21][CH3:22])[CH2:23][CH2:24][CH2:25][CH3:26])[n:3][cH:4][cH:5][cH:6][c:7]1[CH3:8]. The reactants are CC(C)([O-])C.[K+] (Potassium t-butoxide), BrC=1NC(=C(C1C#N)Br)Br (2,4,5-tribromopyrrole-3-carbonitrile), BrCC(=O)OCC (ethyl bromoacetate). The solvent is O1CCCC1 (tetrahydrofuran). Run at time 30 minute. Yields the product BrC=1N(C(=C(C1C#N)Br)Br)CC(=O)OCC (Ethyl 2,4,5-Tribromo-3-cyanopyrrole-1-acetate). Yield: 16.6%. As a reaction SMILES: CC(C)([O-])C.[K+].[Br:7][C:8]1[NH:9][C:10]([Br:16])=[C:11]([Br:15])[C:12]=1[C:13]#[N:14].Br[CH2:18][C:19]([O:21][CH2:22][CH3:23])=[O:20]>O1CCCC1>[Br:7][C:8]1[N:9]([CH2:18][C:19]([O:21][CH2:22][CH3:23])=[O:20])[C:10]([Br:16])=[C:11]([Br:15])[C:12]=1[C:13]#[N:14] |f:0.1|. Procedure: Potassium t-butoxide (0.75 g, 6.7 mmol) is added in portions at room temperature to a solution of 2,4,5-tribromopyrrole-3-carbonitrile (2.0 g, 6.1 mmol) in anhydrous tetrahydrofuran (20 mL). After 30 minutes, ethyl bromoacetate (1.12 g, 6.7 mmol) is added dropwise and the mixture stirred for 4-5 hours at room temperature. Work-up as described in Example 15 gives the product as white solid (0.42 g); m; 140°-143° C. The reactants are FC1=C(C(=CC=C1)F)C=1C=C2C(=NN(C2=CC1)C1OCCCC1)C1=CN=CC(=N1)N1CC(CCC1)NC(OC(C)(C)C)=O (tert-butyl 1-(6-(5-(2,6-difluorophenyl)-1-(tetrahydro-2H-pyran-2-yl)-1H-indazol-3-yl)pyrazin-2-yl)piperidin-3-ylcarbamate), Cl (HCl). The solvent is O (water), C(=O)([O-])[O-].[K+].[K+] (K2CO3), CCOCC (Et2O), CCOCC (Et2O). Reaction conditions: temperature 80 celsius. Product: FC1=C(C(=CC=C1)F)C=1C=C2C(=NNC2=CC1)C1=CN=CC(=N1)N1CC(CCC1)N (1-(6-(5-(2,6-difluorophenyl)-1H-indazol-3-yl)pyrazin-2-yl)piperidin-3-amine). Reaction SMILES: [F:1][C:2]1[CH:7]=[CH:6][CH:5]=[C:4]([F:8])[C:3]=1[C:9]1[CH:10]=[C:11]2[C:15](=[CH:16][CH:17]=1)[N:14](C1CCCCO1)[N:13]=[C:12]2[C:24]1[N:29]=[C:28]([N:30]2[CH2:35][CH2:34][CH2:33][CH:32]([NH:36]C(=O)OC(C)(C)C)[CH2:31]2)[CH:27]=[N:26][CH:25]=1.Cl>CCOCC.O.C([O-])([O-])=O.[K+].[K+]>[F:8][C:4]1[CH:5]=[CH:6][CH:7]=[C:2]([F:1])[C:3]=1[C:9]1[CH:10]=[C:11]2[C:15](=[CH:16][CH:17]=1)[NH:14][N:13]=[C:12]2[C:24]1[N:29]=[C:28]([N:30]2[CH2:35][CH2:34][CH2:33][CH:32]([NH2:36])[CH2:31]2)[CH:27]=[N:26][CH:25]=1 |f:4.5.6|. Reported procedure: To a solution of tert-butyl 1-(6-(5-(2,6-difluorophenyl)-1-(tetrahydro-2H-pyran-2-yl)-1H-indazol-3-yl)pyrazin-2-yl)piperidin-3-ylcarbamate (350 mg, 0.592 mmol) in Et2O (6 mL) was added HCl in Et2O (6 mL). The reaction mixture was heated at 80° C. overnight and cooled to RT. The resulting mixture was diluted with water and neutralized with K2CO3. The resulting precipitate was collected by filtration, washed with water and a mixture of EtOH/EtOA (1:10), and dried overnight to give 1-(6-(5-(2,6-dif...